Dataset: the Open Reaction Database (ORD), a public repository of structured organic reaction records. Task: describe an organic reaction: reactants, conditions, products, and yield Reported procedure: Lithium aluminum hydride (3.56 g., 0.094 mole) is added to a stirred solution of 3-(2-methylpropyl)-4-(phenylmethyl)piperazinone (XL, Example 72, 17.43 g., 0.075 mole) in THF (720 ml.). The solution is refluxed for 5 hours and is then cooled. Ethyl acetate is added and the product is partitioned between ether and water. The ether is removed and the product is distilled to give the title compound, a b.p. of 98° at 0.05 mm pressure. Product: CC(CC1N(CCNC1)CC1=CC=CC=C1)C (2-(2-Methylpropyl)-1-(phenylmethyl)piperazine). The solvent is C1CCOC1 (THF). As a reaction SMILES: [H-].[Al+3].[Li+].[H-].[H-].[H-].[CH3:7][CH:8]([CH3:24])[CH2:9][CH:10]1[N:15]([CH2:16][C:17]2[CH:22]=[CH:21][CH:20]=[CH:19][CH:18]=2)[CH2:14][CH2:13][NH:12][C:11]1=O.C(OCC)(=O)C>C1COCC1>[CH3:7][CH:8]([CH3:24])[CH2:9][CH:10]1[CH2:11][NH:12][CH2:13][CH2:14][N:15]1[CH2:16][C:17]1[CH:22]=[CH:21][CH:20]=[CH:19][CH:18]=1 |f:0.1.2.3.4.5|. Reactants: [H-].[Al+3].[Li+].[H-].[H-].[H-] (Lithium aluminum hydride), CC(CC1C(NCCN1CC1=CC=CC=C1)=O)C (3-(2-Methylpropyl)-4-(phenylmethyl)piperazinone), C(C)(=O)OCC (Ethyl acetate). Reactants: FC1=NC2=CC=CC=C2C=C1 (2-fluoroquinoline), ClS(=O)(=O)O (chlorosulfonic acid), ice water. Yields the product FC1=NC2=C(C=CC=C2C=C1)S(=O)(=O)Cl (2-fluoroquinoline-8-sulfonyl chloride). RXN SMILES: [F:1][C:2]1[CH:11]=[CH:10][C:9]2[C:4](=[CH:5][CH:6]=[CH:7][CH:8]=2)[N:3]=1.[Cl:12][S:13](O)(=[O:15])=[O:14]>>[F:1][C:2]1[CH:11]=[CH:10][C:9]2[C:4](=[C:5]([S:13]([Cl:12])(=[O:15])=[O:14])[CH:6]=[CH:7][CH:8]=2)[N:3]=1. Reported procedure: A solution of 2-fluoroquinoline (1.3 g, 8.9 mmol) in chlorosulfonic acid (15 mL) was stirred at −5-0° C. for 15 minutes and at 130° C. overnight. The resulting reaction mixture was poured into an ice-water mixture (300 mL), stirred at room temperature for 20 min, and extracted with EtOAc. The organic layer was then washed with brine, dried over Na2SO4 and solvent was removed. The residue was purified by column chromatography using a gradient elution from 100% PE to PE/EtOAc (100:6) to afford 1.1... Run at time 20 minute. Reactants: CC(C)(C)OC(=O)N1CCN(c2ccc([N+](=O)[O-])cc2)CC1, CCO, CCOC(C)=O, [H][H]. Product: CC(C)(C)OC(=O)N1CCN(c2ccc(N)cc2)CC1. RXN SMILES: [C:1]([CH3:2])([CH3:3])([CH3:4])[O:5][C:6](=[O:7])[N:8]1[CH2:9][CH2:10][N:11]([c:14]2[cH:15][cH:16][c:17]([N+:20]([O-:21])=[O:22])[cH:18][cH:19]2)[CH2:12][CH2:13]1.[CH3:25][CH2:26][OH:27].[CH3:28][CH2:29][O:30][C:31](=[O:32])[CH3:33].[H:23][H:24]>>[C:1]([CH3:2])([CH3:3])([CH3:4])[O:5][C:6](=[O:7])[N:8]1[CH2:9][CH2:10][N:11]([c:14]2[cH:15][cH:16][c:17]([NH2:20])[cH:18][cH:19]2)[CH2:12][CH2:13]1.